Dataset: the Open Reaction Database (ORD), a public repository of structured organic reaction records. Task: describe an organic reaction: reactants, conditions, products, and yield Starting materials: Brc1ccc(I)cc1, Cc1ccccc1, [Na+], [Na+], O=C([O-])[O-], OB(O)c1cccc2ccccc12, c1ccc(P(c2ccccc2)(c2ccccc2)[Pd](P(c2ccccc2)(c2ccccc2)c2ccccc2)(P(c2ccccc2)(c2ccccc2)c2ccccc2)P(c2ccccc2)(c2ccccc2)c2ccccc2)cc1. Product: Brc1ccc(-c2cccc3ccccc23)cc1. As a reaction SMILES: [Br:14][c:15]1[cH:16][cH:17][c:18]([I:21])[cH:19][cH:20]1.[CH3:105][c:106]1[cH:107][cH:108][cH:109][cH:110][cH:111]1.[Na+:22].[Na+:23].[O-:24][C:25](=[O:26])[O-:27].[c:1]1([B:11]([OH:12])[OH:13])[cH:2][cH:3][cH:4][c:5]2[cH:6][cH:7][cH:8][cH:9][c:10]12.[cH:28]1[cH:29][cH:30][c:31]([P:32]([Pd:33]([P:34]([c:35]2[cH:36][cH:37][cH:38][cH:39][cH:40]2)([c:41]2[cH:42][cH:43][cH:44][cH:45][cH:46]2)[c:47]2[cH:48][cH:49][cH:50][cH:51][cH:52]2)([P:53]([c:54]2[cH:55][cH:56][cH:57][cH:58][cH:59]2)([c:60]2[cH:61][cH:62][cH:63][cH:64][cH:65]2)[c:66]2[cH:67][cH:68][cH:69][cH:70][cH:71]2)[P:72]([c:73]2[cH:74][cH:75][cH:76][cH:77][cH:78]2)([c:79]2[cH:80][cH:81][cH:82][cH:83][cH:84]2)[c:85]2[cH:86][cH:87][cH:88][cH:89][cH:90]2)([c:91]2[cH:92][cH:93][cH:94][cH:95][cH:96]2)[c:97]2[cH:98][cH:99][cH:100][cH:101][cH:102]2)[cH:103][cH:104]1>>[c:1]1(-[c:18]2[cH:17][cH:16][c:15]([Br:14])[cH:20][cH:19]2)[cH:2][cH:3][cH:4][c:5]2[cH:6][cH:7][cH:8][cH:9][c:10]12.